This data is from the Open Reaction Database (ORD), a public repository of structured organic reaction records. The task is: describe an organic reaction: reactants, conditions, products, and yield The reactants are C(CCC)C=1N(C(N(N1)C1=C(C=CC=C1)C(F)(F)F)=O)CC1=CC=C(C=C1)C1=C(C=CC=C1)[N+](=O)[O-] (5-n-butyl-2,4-dihydro-4-[(2'-nitrobiphenyl-4-yl)methyl]-2-[2-(trifluoromethyl)phenyl]-3H-1,2,4-triazol-3-one), stannous chloride dihydrate. Solvent: C1CCOC1 (THF), Cl (hydrochloric acid). Reaction conditions: time 15 minute. Product: NC1=C(C=CC=C1)C1=CC=C(C=C1)CN1C(N(N=C1CCCC)C1=C(C=CC=C1)C(F)(F)F)=O (4-[(2'-Aminobiphenyl-4-yl)methyl]-5-n-butyl-2,4-dihydro-2-[2-(trifluoromethyl)phenyl]-3H-1,2,4-triazol-3-one). Yield: 46.5%. As a reaction SMILES: [CH2:1]([C:5]1[N:6]([CH2:21][C:22]2[CH:27]=[CH:26][C:25]([C:28]3[CH:33]=[CH:32][CH:31]=[CH:30][C:29]=3[N+:34]([O-])=O)=[CH:24][CH:23]=2)[C:7](=[O:20])[N:8]([C:10]2[CH:15]=[CH:14][CH:13]=[CH:12][C:11]=2[C:16]([F:19])([F:18])[F:17])[N:9]=1)[CH2:2][CH2:3][CH3:4]>C1COCC1.Cl>[NH2:34][C:29]1[CH:30]=[CH:31][CH:32]=[CH:33][C:28]=1[C:25]1[CH:26]=[CH:27][C:22]([CH2:21][N:6]2[C:5]([CH2:1][CH2:2][CH2:3][CH3:4])=[N:9][N:8]([C:10]3[CH:15]=[CH:14][CH:13]=[CH:12][C:11]=3[C:16]([F:19])([F:18])[F:17])[C:7]2=[O:20])=[CH:23][CH:24]=1. Procedure: To a solution of 217 mg (0.438 mmole) of 5-n-butyl-2,4-dihydro-4-[(2'-nitrobiphenyl-4-yl)methyl]-2-[2-(trifluoromethyl)phenyl]-3H-1,2,4-triazol-3-one (from Step C) in 2.2 ml of THF stirred at 0° C. under N2 was added dropwise a solution of 692 mg (3.07 mmole) of stannous chloride dihydrate in 1.2 ml of concentrated hydrochloric acid. After 15 minutes, the ice bath was removed, and the mixture was allowed to warm to room temperature. After 2 hours at room temperature, by which time TLC (98:2 CH2C...